Dataset: the Open Reaction Database (ORD), a public repository of structured organic reaction records. Task: describe an organic reaction: reactants, conditions, products, and yield Yield: 98.9%. RXN SMILES: [Cl:1][C:2]1[CH:7]=[CH:6][CH:5]=[C:4]([Cl:8])[C:3]=1[CH3:9].[Br:10]N1C(=O)CCC1=O.[C:18]1([P:24]([C:31]2[CH:36]=[CH:35][CH:34]=[CH:33][CH:32]=2)[C:25]2[CH:30]=[CH:29][CH:28]=[CH:27][CH:26]=2)[CH:23]=[CH:22][CH:21]=[CH:20][CH:19]=1>C1C=CC=CC=1.N(C(C)(C)C#N)=NC(C)(C)C#N>[Br-:10].[Cl:1][C:2]1[CH:7]=[CH:6][CH:5]=[C:4]([Cl:8])[C:3]=1[CH2:9][P+:24]([C:25]1[CH:26]=[CH:27][CH:28]=[CH:29][CH:30]=1)([C:31]1[CH:36]=[CH:35][CH:34]=[CH:33][CH:32]=1)[C:18]1[CH:19]=[CH:20][CH:21]=[CH:22][CH:23]=1 |f:5.6|. Solvent: C1=CC=CC=C1 (benzene). Starting materials: ClC1=C(C(=CC=C1)Cl)C (2,6-dichlorotoluene), BrN1C(CCC1=O)=O (N-bromosuccinimide), C1(=CC=CC=C1)P(C1=CC=CC=C1)C1=CC=CC=C1 (triphenylphosphine), 100W. The product is [Br-].ClC1=C(C[P+](C2=CC=CC=C2)(C2=CC=CC=C2)C2=CC=CC=C2)C(=CC=C1)Cl ((2,6-Dichlorobenzyl)(triphenyl)phosphonium bromide). The reagents and catalysts are N(=NC(C#N)(C)C)C(C#N)(C)C (2,2′-azobisisobutyronitrile). Procedure details: A mixture of 2,6-dichlorotoluene (20.1 g, 0.125 mol), N-bromosuccinimide (24.6 g, 0.138 mol) and 2,2′-azobisisobutyronitrile (0.41 g, 2.50 mmol) in dry benzene (300 mL) under N2 was stirred at reflux for 6 h with continuous irradiation from a 100W lamp. The resulting reaction mixture was concentrated under vacuum (to 50 mL), cooled and filtered, washing with dry benzene. The filtrate (containing the crude benzyl bromide) was treated directly with triphenylphosphine (49.3 g, 0.188 mol), stirring ...